Dataset: the Open Reaction Database (ORD), a public repository of structured organic reaction records. Task: describe an organic reaction: reactants, conditions, products, and yield The reactants are COc1ccc(C(=O)N2CCC3(CC2)NC(CCSC)C(=O)N3Cc2ccccc2)c(OC)c1, C[Si](C)(C)Cl, CCC(C)=O, O. The product is COc1ccc(C(=O)N2CCC3(CC2)NC(CCSC)C(=O)N3Cc2ccccc2)c(OC)c1, Cl. RXN SMILES: [CH2:1]([c:2]1[cH:3][cH:4][cH:5][cH:6][cH:7]1)[N:8]1[C:9](=[O:34])[CH:10]([CH2:30][CH2:31][S:32][CH3:33])[NH:11][C:12]12[CH2:13][CH2:14][N:15]([C:18]([c:19]1[c:20]([O:27][CH3:28])[cH:21][c:22]([O:25][CH3:26])[cH:23][cH:24]1)=[O:29])[CH2:16][CH2:17]2.[CH3:36][Si:37]([CH3:38])([CH3:39])[Cl:40].[CH3:41][C:42]([CH2:43][CH3:44])=[O:45].[OH2:35]>>[CH2:1]([c:2]1[cH:3][cH:4][cH:5][cH:6][cH:7]1)[N:8]1[C:9](=[O:34])[CH:10]([CH2:30][CH2:31][S:32][CH3:33])[NH:11][C:12]12[CH2:13][CH2:14][N:15]([C:18]([c:19]1[c:20]([O:27][CH3:28])[cH:21][c:22]([O:25][CH3:26])[cH:23][cH:24]1)=[O:29])[CH2:16][CH2:17]2.[ClH:40].